From a dataset of the Open Reaction Database (ORD), a public repository of structured organic reaction records. describe an organic reaction: reactants, conditions, products, and yield The reactants are CCOC(C)=O, CC#N, O=C(Cl)c1ccc(CCl)cc1, NCCN1CCCCC1. The product is O=C(NCCN1CCCCC1)c1ccc(CCl)cc1. RXN SMILES: [CH3:21][CH2:22][O:23][C:24]([CH3:25])=[O:26].[CH3:27][C:28]#[N:29].[Cl:1][CH2:2][c:3]1[cH:4][cH:5][c:6]([C:7](=[O:8])[Cl:9])[cH:10][cH:11]1.[N:12]1([CH2:18][CH2:19][NH2:20])[CH2:13][CH2:14][CH2:15][CH2:16][CH2:17]1>>[Cl:1][CH2:2][c:3]1[cH:4][cH:5][c:6]([C:7](=[O:8])[NH:20][CH2:19][CH2:18][N:12]2[CH2:13][CH2:14][CH2:15][CH2:16][CH2:17]2)[cH:10][cH:11]1. The reactants are S(=O)(Br)Br (thionyl bromide), C(C)OC(C(C(C(CCOCC1=CC=CC=C1)=C)O)NC=O)=O (6-benzyloxy-2-formylamino-3-hydroxy-4-methylene-hexanoic acid ethyl ester), O (water). Run in ClCCl (dichloromethane). Reaction conditions: time 2 hour. Yields the product C(C)OC(C(C=C(CCOCC1=CC=CC=C1)CBr)NC=O)=O (6-benzyloxy-4-bromomethyl-2-formylamino-hex-3-enoic acid ethyl ester). As a reaction SMILES: [CH2:1]([O:3][C:4](=[O:23])[CH:5]([NH:20][CH:21]=[O:22])[CH:6](O)[C:7](=[CH2:18])[CH2:8][CH2:9][O:10][CH2:11][C:12]1[CH:17]=[CH:16][CH:15]=[CH:14][CH:13]=1)[CH3:2].S(Br)([Br:26])=O.O>ClCCl>[CH2:1]([O:3][C:4](=[O:23])[CH:5]([NH:20][CH:21]=[O:22])[CH:6]=[C:7]([CH2:18][Br:26])[CH2:8][CH2:9][O:10][CH2:11][C:12]1[CH:17]=[CH:16][CH:15]=[CH:14][CH:13]=1)[CH3:2]. Procedure details: 7.0 g (21.8 mmol) of 6-benzyloxy-2-formylamino-3-hydroxy-4-methylene-hexanoic acid ethyl ester are dissolved in 70 ml of dichloromethane, and 2.0 ml (26.1 mmol) of thionyl bromide are added dropwise at room temperature. After 2 hours, 40 ml of water are added and the mixture is stirred vigorously for 10 minutes. The organic phase is separated off, washed in succession with water, N-KHCO3 solution and again with water, dried over MgSO4, filtered and concentrated by evaporation. 6-benzyloxy-4-brom...